describe an organic reaction: reactants, conditions, products, and yield From a dataset of the Open Reaction Database (ORD), a public repository of structured organic reaction records. The reactants are CN(C(=O)OC(C)(C)C)C(C#N)CC1CCCOC1, CO, CO, ClCCl, [K+], O=[Mn](=O)(=O)[O-], N. The product is CN(C(=O)OC(C)(C)C)C(CN)CC1CCCOC1. Reaction SMILES: [C:1](#[N:2])[CH:3]([CH2:4][CH:5]1[CH2:6][O:7][CH2:8][CH2:9][CH2:10]1)[N:11]([C:12]([O:13][C:14]([CH3:15])([CH3:16])[CH3:17])=[O:18])[CH3:19].[CH3:20][OH:21].[CH3:32][OH:33].[Cl:22][CH2:23][Cl:24].[K+:30].[Mn:25]([O-:26])(=[O:27])(=[O:28])=[O:29].[NH3:31]>>[CH2:1]([NH2:2])[CH:3]([CH2:4][CH:5]1[CH2:6][O:7][CH2:8][CH2:9][CH2:10]1)[N:11]([C:12]([O:13][C:14]([CH3:15])([CH3:16])[CH3:17])=[O:18])[CH3:19]. The reactants are NC(CCC)CCC (4-Aminoheptane), S(=O)(=O)(C1=CC=C(C)C=C1)OC1=NC(=NC(=C1[N+](=O)[O-])OS(=O)(=O)C1=CC=C(C)C=C1)C (4,6-ditosyloxy-2-methyl-5-nitropyrimidine), C(C)(C)N(C(C)C)CC (N,N-diisopropylethylamine). The product is C(CC)N(C1=C(C(=NC(=N1)C)OS(=O)(=O)C1=CC=C(C)C=C1)[N+](=O)[O-])CCCC (N-(1-propyl)butyl-2-methyl-5-nitro-4-tosyloxypyrimidin-6-amine). The solvent is ClCCl (dichloromethane). Reaction conditions: time 5 hour. Reaction SMILES: [NH2:1][CH:2]([CH2:6][CH2:7][CH3:8])CCC.[S:9]([O:19][C:20]1[C:25]([N+:26]([O-:28])=[O:27])=[C:24](OS(C2C=CC(C)=CC=2)(=O)=O)[N:23]=[C:22]([CH3:40])[N:21]=1)([C:12]1[CH:18]=[CH:17][C:15]([CH3:16])=[CH:14][CH:13]=1)(=[O:11])=[O:10].[CH:41](N(CC)C(C)C)([CH3:43])[CH3:42]>ClCCl>[CH2:42]([N:1]([CH2:2][CH2:6][CH2:7][CH3:8])[C:24]1[N:23]=[C:22]([CH3:40])[N:21]=[C:20]([O:19][S:9]([C:12]2[CH:18]=[CH:17][C:15]([CH3:16])=[CH:14][CH:13]=2)(=[O:11])=[O:10])[C:25]=1[N+:26]([O-:28])=[O:27])[CH2:41][CH3:43]. Reported procedure: 4-Aminoheptane (2.5 g) was added to a solution of 4,6-ditosyloxy-2-methyl-5-nitropyrimidine (10.5 g) and N,N-diisopropylethylamine (3.8 mL) in dichloromethane (219 mL). The reaction was stirred under nitrogen for 5 h at room temperature and then extracted with water. The organic layer was dried over anhydrous magnesium sulfate and concentrated to yield N-(1-propyl)butyl-2-methyl-5-nitro-4-tosyloxypyrimidin-6-amine as a pale yellow solid (9.1 g)